This data is from the Open Reaction Database (ORD), a public repository of structured organic reaction records. The task is: describe an organic reaction: reactants, conditions, products, and yield Starting materials: CC(=O)O[BH-](OC(C)=O)OC(C)=O, CCc1nc2ccccc2n1-c1nc(N2CCOCC2)c2nc(C=O)n(C)c2n1, CS(=O)(=O)CCN1CCNCC1, [Na+]. Yields the product CCc1nc2ccccc2n1-c1nc(N2CCOCC2)c2nc(CN3CCN(CCS(C)(=O)=O)CC3)n(C)c2n1. Reaction SMILES: [C:42]([O:43][BH-:44]([O:45][C:46](=[O:47])[CH3:48])[O:49][C:50](=[O:51])[CH3:52])(=[O:53])[CH3:54].[CH2:1]([CH3:2])[c:3]1[n:4][c:5]2[c:6]([n:7]1-[c:8]1[n:9][c:10]([N:20]3[CH2:21][CH2:22][O:23][CH2:24][CH2:25]3)[c:11]3[n:12][c:13]([CH:18]=[O:19])[n:14]([CH3:17])[c:15]3[n:16]1)[cH:26][cH:27][cH:28][cH:29]2.[CH3:30][S:31](=[O:32])(=[O:33])[CH2:34][CH2:35][N:36]1[CH2:37][CH2:38][NH:39][CH2:40][CH2:41]1.[Na+:55]>>[CH2:1]([CH3:2])[c:3]1[n:4][c:5]2[c:6]([n:7]1-[c:8]1[n:9][c:10]([N:20]3[CH2:21][CH2:22][O:23][CH2:24][CH2:25]3)[c:11]3[n:12][c:13]([CH2:18][N:39]4[CH2:38][CH2:37][N:36]([CH2:35][CH2:34][S:31]([CH3:30])(=[O:32])=[O:33])[CH2:41][CH2:40]4)[n:14]([CH3:17])[c:15]3[n:16]1)[cH:26][cH:27][cH:28][cH:29]2.